Dataset: the Open Reaction Database (ORD), a public repository of structured organic reaction records. Task: describe an organic reaction: reactants, conditions, products, and yield The reactants are CC(=O)[O-], CC(=O)[O-], CCNCC, C#CCN1CCC(C)CC1, [Cu]I, Fc1cccc(I)c1, [Pd+2], Cc1ccccc1C(=O)P(C(=O)c1ccccc1C)C(=O)c1ccccc1C. The product is CC1CCN(CC#Cc2cccc(F)c2)CC1. As a reaction SMILES: [C:52]([O-:53])(=[O:54])[CH3:55].[C:57]([O-:58])(=[O:59])[CH3:60].[CH2:47]([NH:48][CH2:49][CH3:50])[CH3:51].[CH3:9][CH:10]1[CH2:11][CH2:12][N:13]([CH2:16][C:17]#[CH:18])[CH2:14][CH2:15]1.[Cu:61][I:62].[F:1][c:2]1[cH:3][c:4]([I:8])[cH:5][cH:6][cH:7]1.[Pd+2:56].[c:19]1([CH3:20])[c:21]([C:22]([P:23]([C:24]([c:25]2[c:26]([CH3:27])[cH:28][cH:29][cH:30][cH:31]2)=[O:32])[C:33]([c:34]2[c:35]([CH3:36])[cH:37][cH:38][cH:39][cH:40]2)=[O:41])=[O:42])[cH:43][cH:44][cH:45][cH:46]1>>[F:1][c:2]1[cH:3][c:4]([C:18]#[C:17][CH2:16][N:13]2[CH2:12][CH2:11][CH:10]([CH3:9])[CH2:15][CH2:14]2)[cH:5][cH:6][cH:7]1.